Dataset: the Open Reaction Database (ORD), a public repository of structured organic reaction records. Task: describe an organic reaction: reactants, conditions, products, and yield Starting materials: C(CCC)[Li] (n-butyl lithium), C(C)(C)NC(C)C (diisopropylamine), S1C(=CC=C1)CCC(=O)OC (methyl 3-(2-thienyl)propanoate), C(CCC)C1=NC2=C(N1CC1=C(C=CC=C1)Cl)C(=CC=C2)C=O (2-n-butyl-1-(2-chlorophenyl)methyl-1H-benzimidazole-7-carboxaldehyde). Solvent: O1CCCC1 (tetrahydrofuran), O1CCCC1 (tetrahydrofuran), O1CCCC1 (tetrahydrofuran). Reaction conditions: temperature -78 celsius, time 10 minute. The product is C(CCC)C1=NC2=C(N1CC1=C(C=CC=C1)Cl)C(=CC=C2)C(C(C(=O)OC)CC=2SC=CC2)O (methyl 3-[2-n-butyl-1-{(2-chlorophenyl)methyl}-1H-benzimidazol-7-yl]-3-hydroxy-2-(2-thienyl)methylpropanoate). The yield is 56.1%. Reaction SMILES: C([Li])CCC.C(NC(C)C)(C)C.[S:13]1[CH:17]=[CH:16][CH:15]=[C:14]1[CH2:18][CH2:19][C:20]([O:22][CH3:23])=[O:21].[CH2:24]([C:28]1[N:32]([CH2:33][C:34]2[CH:39]=[CH:38][CH:37]=[CH:36][C:35]=2[Cl:40])[C:31]2[C:41]([CH:45]=[O:46])=[CH:42][CH:43]=[CH:44][C:30]=2[N:29]=1)[CH2:25][CH2:26][CH3:27]>O1CCCC1>[CH2:24]([C:28]1[N:32]([CH2:33][C:34]2[CH:39]=[CH:38][CH:37]=[CH:36][C:35]=2[Cl:40])[C:31]2[C:41]([CH:45]([OH:46])[CH:19]([CH2:18][C:14]3[S:13][CH:17]=[CH:16][CH:15]=3)[C:20]([O:22][CH3:23])=[O:21])=[CH:42][CH:43]=[CH:44][C:30]=2[N:29]=1)[CH2:25][CH2:26][CH3:27]. Reported procedure: A solution of n-butyl lithium (0.4 mL of 2.5M in hexane, 1 mmol) in dry tetrahydrofuran (5 mL) at -78° C. under argon was treated with diisopropylamine (108 mg, 1.06 mmol). This mixture was stirred 10 minutes at -78° C. and methyl 3-(2-thienyl)propanoate (156 mg, 0.92 mmol) was added in tetrahydrofuran. After being stirred an additional 30 minutes at -78° C., a solution of 2-n-butyl-1-(2-chlorophenyl)methyl-1H-benzimidazole-7-carboxaldehyde (200 mg, 0.61 mmol) in tetrahydrofuran (1.5 mL) was add... Starting materials: C(C)OC(\C=C(/C=1OC(=NN1)C)\C1=CC(=CC(=C1)C(F)(F)F)Br)=O ((Z)-3-(3-Bromo-5-trifluoromethyl-phenyl)-3-(5-methyl-[1,3,4]oxadiazol-2-yl)-acrylic acid ethyl ester). The reagents and catalysts are [Zn] (zinc), [Zn] (Zinc). Solvent: C(C)(=O)O (acetic acid). Run at time 8 hour. Yields the product C(C)OC(CC(C=1OC(=NN1)C)C1=CC(=CC(=C1)C(F)(F)F)Br)=O (3-(3-Bromo-5-trifluoromethyl-phenyl)-3-(5-methyl-[1,3,4]oxadiazol-2-yl)-propionic acid ethyl ester). Isolated yield 35.3%. RXN SMILES: [CH2:1]([O:3][C:4](=[O:24])/[CH:5]=[C:6](/[C:13]1[CH:18]=[C:17]([C:19]([F:22])([F:21])[F:20])[CH:16]=[C:15]([Br:23])[CH:14]=1)\[C:7]1[O:8][C:9]([CH3:12])=[N:10][N:11]=1)[CH3:2]>C(O)(=O)C.[Zn]>[CH2:1]([O:3][C:4](=[O:24])[CH2:5][CH:6]([C:13]1[CH:18]=[C:17]([C:19]([F:20])([F:21])[F:22])[CH:16]=[C:15]([Br:23])[CH:14]=1)[C:7]1[O:8][C:9]([CH3:12])=[N:10][N:11]=1)[CH3:2]. Procedure details: 11.2 g (27.64 mmol) (Z)-3-(3-Bromo-5-trifluoromethyl-phenyl)-3-(5-methyl-[1,3,4]oxadiazol-2-yl)-acrylic acid ethyl ester is dissolved in 200 ml acetic acid and 14.1 g Zinc dust (215.6 mmol, 7.8 mmol) is added slowly over a period of 30 minutes. The temperature of the reaction mixture is not allowed to reach >30° C. during the addition of the zinc dust. The resulting mixture is allowed to stir overnight. After filtration 200 ml EtOAc and 200 ml water are added and the organic phase is separated a... Reactants: CC1(CC(=O)CC(=O)C1)C (dimedone), tetrakistriphenylphosphine palladium, C(C)(=O)NC1=C(NC=2C=CC(=C(C12)C(=O)OCC=C)OC1=NC(=CC(=N1)OC)OC)C (allyl 3-acetylamino-5-[(4,6-dimethoxypyrimidin-2-yl)oxy]-2-methylindol-4-carboxylate). Run in O1CCCC1 (tetrahydrofuran). Conditions: time 4 hour. The product is C(C)(=O)NC1=C(NC=2C=CC(=C(C12)C(=O)O)OC1=NC(=CC(=N1)OC)OC)C (3-Acetylamino-5-[(4,6-dimethoxypyrimidin-2yl)oxy]-2-methylindol-4-carboxylic Acid). Isolated yield 92.4%. As a reaction SMILES: [C:1]([NH:4][C:5]1[C:13]2[C:12]([C:14]([O:16]CC=C)=[O:15])=[C:11]([O:20][C:21]3[N:26]=[C:25]([O:27][CH3:28])[CH:24]=[C:23]([O:29][CH3:30])[N:22]=3)[CH:10]=[CH:9][C:8]=2[NH:7][C:6]=1[CH3:31])(=[O:3])[CH3:2].CC1(C)CC(=O)CC(=O)C1>O1CCCC1>[C:1]([NH:4][C:5]1[C:13]2[C:12]([C:14]([OH:16])=[O:15])=[C:11]([O:20][C:21]3[N:26]=[C:25]([O:27][CH3:28])[CH:24]=[C:23]([O:29][CH3:30])[N:22]=3)[CH:10]=[CH:9][C:8]=2[NH:7][C:6]=1[CH3:31])(=[O:3])[CH3:2]. Reported procedure: 0.49 g of allyl 3-acetylamino-5-[(4,6-dimethoxypyrimidin-2-yl)oxy]-2-methylindol-4-carboxylate was dissolved in 10 ml of tetrahydrofuran, and 0.1 g of dimedone and 0.01 g of tetrakistriphenylphosphine palladium were added thereto. The mixture was stirred at room temperature for 4 hours. Crystals obtained by concentration under reduced pressure, was washed with isopropyl ether to obtain 0.41 g (yield: 93%) of the desired compound. mp: 230°-233° C. The reactants are FC1=C(C=O)C=C(C(=C1)OC)F (2,5-difluoro-4-methyoxybenzaldehyde), C(CC(=O)O)(=O)O (malonic acid). The solvent is CCO.N1=CC=CC=C1 (EtOH pyridine). Run at temperature 70 celsius, time 8 hour. Yields the product FC1=C(C=C(C(=C1)OC)F)/C=C/C(=O)O ((2E)-3-(2,5-Difluoro-4-(methyloxy)phenyl)-2-propenoic acid). The yield is 74.0%. RXN SMILES: [F:1][C:2]1[CH:9]=[C:8]([O:10][CH3:11])[C:7]([F:12])=[CH:6][C:3]=1[CH:4]=O.C(O)(=O)[CH2:14][C:15]([OH:17])=[O:16]>CCO.N1C=CC=CC=1>[F:1][C:2]1[CH:9]=[C:8]([O:10][CH3:11])[C:7]([F:12])=[CH:6][C:3]=1/[CH:4]=[CH:14]/[C:15]([OH:17])=[O:16] |f:2.3|. Reported procedure: A 250 mL round bottom flask was charged with 2,5-difluoro-4-methyoxybenzaldehyde (commercially available from Manchester Organics Ltd., UK) (18.45 g, 107.2 mmol), malonic acid (commercially available from Sigma-Aldrich, St. Louis, Mo., USA) (12.27 g, 117.9 mmol), and 10:1 EtOH/pyridine (27 mL). The mixture was stirred overnight at 70° C. under a reflux condenser and cooled to 0° C. for 2 hours. The precipitated solid was filtered, rinsed with ether, and dried in vacuo to afford H3.1 (16.96 g, 74... Reactants: C(C)(C)(C)OC(=O)N[C@@H](CC1=CC=C(C=C1)O)C(=O)NCC(=O)N(C)CC(=O)O (N-t-butoxycarbonyl-L-tyrosylglycylsarcosine), C(C1=CC=CC=C1)OC([C@@H](NC([C@@H](N)CC1=CC=CC=C1)=O)CC(C)C)=O (L-phenylalanyl-L-leucine benzyl ester), C(C1=CC=CC=C1)OC([C@@H](NC([C@@H](N)CC1=CC=CC=C1)=O)CCSC)=O (L-phenylalanyl-L-methionine benzyl ester), C(C)(C)(C)OC(=O)N[C@@H](CC1=CC=C(C=C1)O)C(=O)NCC(=O)N[C@@H](C)C(=O)O (N-t-butoxycarbonyl-L-tyrosylglycyl-L-alanine). The product is C(C1=CC=CC=C1)OC([C@@H](NC([C@@H](NC(CN(C)C(CNC([C@@H](NC(=O)OC(C)(C)C)CC1=CC=C(C=C1)O)=O)=O)=O)CC1=CC=CC=C1)=O)CCSC)=O (N-t-butoxycarbonyl-L-tyrosylglycylsarcosyl-L-phenylalanyl-L-methionine benzyl ester). As a reaction SMILES: [C:1]([O:5][C:6]([NH:8][C@H:9]([C:18]([NH:20][CH2:21][C:22]([N:24]([CH2:26][C:27](O)=[O:28])[CH3:25])=[O:23])=[O:19])[CH2:10][C:11]1[CH:16]=[CH:15][C:14]([OH:17])=[CH:13][CH:12]=1)=[O:7])([CH3:4])([CH3:3])[CH3:2].[CH2:30]([O:37][C:38](=[O:56])[C@H:39]([CH2:52][CH2:53][S:54][CH3:55])[NH:40][C:41](=[O:51])[C@H:42]([CH2:44][C:45]1[CH:50]=[CH:49][CH:48]=[CH:47][CH:46]=1)[NH2:43])[C:31]1[CH:36]=[CH:35][CH:34]=[CH:33][CH:32]=1.C(OC(N[C@H](C(NCC(N[C@H](C(O)=O)C)=O)=O)CC1C=CC(O)=CC=1)=O)(C)(C)C.C(OC(=O)[C@H](CC(C)C)NC(=O)[C@H](CC1C=CC=CC=1)N)C1C=CC=CC=1>>[CH2:30]([O:37][C:38](=[O:56])[C@H:39]([CH2:52][CH2:53][S:54][CH3:55])[NH:40][C:41](=[O:51])[C@H:42]([CH2:44][C:45]1[CH:46]=[CH:47][CH:48]=[CH:49][CH:50]=1)[NH:43][C:27](=[O:28])[CH2:26][N:24]([C:22](=[O:23])[CH2:21][NH:20][C:18](=[O:19])[C@H:9]([CH2:10][C:11]1[CH:12]=[CH:13][C:14]([OH:17])=[CH:15][CH:16]=1)[NH:8][C:6]([O:5][C:1]([CH3:3])([CH3:4])[CH3:2])=[O:7])[CH3:25])[C:31]1[CH:36]=[CH:35][CH:34]=[CH:33][CH:32]=1. Procedure: When equivalent quantities of N-t-butoxycarbonyl-L-tyrosylglycylsarcosine and L-phenylalanyl-L-methionine benzyl ester are substituted for the N-t-butoxycarbonyl-L-tyrosylglycyl-L-alanine and the L-phenylalanyl-L-leucine benzyl ester, respectively, of Example 12 and the procedure detailed therein substantially repeated, there is obtained N-t-butoxycarbonyl-L-tyrosylglycylsarcosyl-L-phenylalanyl-L-methionine benzyl ester. Starting materials: CC(=O)OC(C)=O, O, c1ccncc1, O=C(c1ccc(-c2cc[nH]n2)cc1)N1Cc2cccn2Cc2ccccc21. Yields the product CC(=O)n1ccc(-c2ccc(C(=O)N3Cc4cccn4Cc4ccccc43)cc2)n1. As a reaction SMILES: [CH3:28][C:29](=[O:30])[O:31][C:32](=[O:33])[CH3:34].[OH2:35].[cH:36]1[cH:37][cH:38][n:39][cH:40][cH:41]1.[nH:1]1[n:2][c:3](-[c:6]2[cH:7][cH:8][c:9]([C:12](=[O:13])[N:14]3[CH2:15][c:16]4[n:17]([cH:25][cH:26][cH:27]4)[CH2:18][c:19]4[c:20]3[cH:21][cH:22][cH:23][cH:24]4)[cH:10][cH:11]2)[cH:4][cH:5]1>>[n:1]1([C:29]([CH3:28])=[O:30])[n:2][c:3](-[c:6]2[cH:7][cH:8][c:9]([C:12](=[O:13])[N:14]3[CH2:15][c:16]4[n:17]([cH:25][cH:26][cH:27]4)[CH2:18][c:19]4[c:20]3[cH:21][cH:22][cH:23][cH:24]4)[cH:10][cH:11]2)[cH:4][cH:5]1. The reactants are C1CCOC1, C[Si](C)(C)[N-][Si](C)(C)C, CCS(=O)(=O)CCN1CC(c2cc(F)ccc2F)=CC1c1ccccc1, CI, [Li+]. Product: CCS(=O)(=O)C(C)CN1CC(c2cc(F)ccc2F)=CC1c1ccccc1. As a reaction SMILES: [CH2:39]1[O:40][CH2:41][CH2:42][CH2:43]1.[CH3:1][Si:2]([N-:3][Si:4]([CH3:5])([CH3:6])[CH3:7])([CH3:8])[CH3:9].[F:11][c:12]1[c:13]([C:19]2=[CH:20][CH:21]([c:31]3[cH:32][cH:33][cH:34][cH:35][cH:36]3)[N:22]([CH2:24][CH2:25][S:26](=[O:27])(=[O:28])[CH2:29][CH3:30])[CH2:23]2)[cH:14][c:15]([F:18])[cH:16][cH:17]1.[I:37][CH3:38].[Li+:10]>>[F:11][c:12]1[c:13]([C:19]2=[CH:20][CH:21]([c:31]3[cH:32][cH:33][cH:34][cH:35][cH:36]3)[N:22]([CH2:24][CH:25]([S:26](=[O:27])(=[O:28])[CH2:29][CH3:30])[CH3:38])[CH2:23]2)[cH:14][c:15]([F:18])[cH:16][cH:17]1. Starting materials: C(C)(=O)C1=CC=C(C=C1)SC=1C=C(C=C(C1)F)C1(CN(CC1)CC(F)(F)F)OC (3-[3-(4-acetylphenylthio)-5-fluorophenyl]-3-methoxy-1-(2,2,2-trifluoroethyl)pyrrolidine), Cl.NO (hydroxylamine hydrochloride). Yields the product FC=1C=C(C=C(C1)C1(CN(CC1)CC(F)(F)F)OC)SC1=CC=C(C=C1)C(C)=NO (3-{5-fluoro-3-[4-(1-hydroxyiminoethyl)phenylthio]phenyl}-3-methoxy-1-(2,2,2-trifluoroethyl)pyrrolidine). The yield is 81.0%. Reaction SMILES: [C:1]([C:4]1[CH:9]=[CH:8][C:7]([S:10][C:11]2[CH:12]=[C:13]([C:18]3([O:28][CH3:29])[CH2:22][CH2:21][N:20]([CH2:23][C:24]([F:27])([F:26])[F:25])[CH2:19]3)[CH:14]=[C:15]([F:17])[CH:16]=2)=[CH:6][CH:5]=1)(=O)[CH3:2].Cl.[NH2:31][OH:32]>>[F:17][C:15]1[CH:16]=[C:11]([S:10][C:7]2[CH:6]=[CH:5][C:4]([C:1](=[N:31][OH:32])[CH3:2])=[CH:9][CH:8]=2)[CH:12]=[C:13]([C:18]2([O:28][CH3:29])[CH2:22][CH2:21][N:20]([CH2:23][C:24]([F:25])([F:27])[F:26])[CH2:19]2)[CH:14]=1 |f:1.2|. Procedure: Using an analogous procedure to that described in Example 27, 3-[3-(4-acetylphenylthio)-5-fluorophenyl]-3-methoxy-1-(2,2,2-trifluoroethyl)pyrrolidine was reacted with hydroxylamine hydrochloride to give 3-{5-fluoro-3-[4-(1-hydroxyiminoethyl)phenylthio]phenyl}-3-methoxy-1-(2,2,2-trifluoroethyl)pyrrolidine as a gum in 81% yield.